This data is from the Open Reaction Database (ORD), a public repository of structured organic reaction records. The task is: describe an organic reaction: reactants, conditions, products, and yield Starting materials: CCOC(=O)C(O)Cc1ccc(OCc2ccccc2)cc1, Cc1ccccc1, Oc1ccc(OC(F)(F)F)cc1, c1ccc(P(c2ccccc2)c2ccccc2)cc1. Yields the product CCOC(=O)C(Cc1ccc(OCc2ccccc2)cc1)Oc1ccc(OC(F)(F)F)cc1. As a reaction SMILES: [CH2:1]([c:2]1[cH:3][cH:4][cH:5][cH:6][cH:7]1)[O:8][c:9]1[cH:10][cH:11][c:12]([CH2:15][CH:16]([C:17](=[O:18])[O:19][CH2:20][CH3:21])[OH:22])[cH:13][cH:14]1.[CH3:54][c:55]1[cH:56][cH:57][cH:58][cH:59][cH:60]1.[F:23][C:24]([O:25][c:26]1[cH:27][cH:28][c:29]([OH:32])[cH:30][cH:31]1)([F:33])[F:34].[c:35]1([P:36]([c:37]2[cH:38][cH:39][cH:40][cH:41][cH:42]2)[c:43]2[cH:44][cH:45][cH:46][cH:47][cH:48]2)[cH:49][cH:50][cH:51][cH:52][cH:53]1>>[CH2:1]([c:2]1[cH:3][cH:4][cH:5][cH:6][cH:7]1)[O:8][c:9]1[cH:10][cH:11][c:12]([CH2:15][CH:16]([C:17](=[O:18])[O:19][CH2:20][CH3:21])[O:22][c:29]2[cH:28][cH:27][c:26]([O:25][C:24]([F:23])([F:33])[F:34])[cH:31][cH:30]2)[cH:13][cH:14]1. The reactants are C(C)OP(OCC)(=O)CCBr (diethyl-2-bromoethyl-phosphonate), NC1=CC=CC=C1 (aniline). Solvent: C(C)O (ethanol), Br (hydrobromic acid). The product is C1(=CC=CC=C1)N.BrCCP(O)(O)=O ((2-Bromoethyl)phosphonic acid compound with benzeneamine). Yield: 53.2%. Reaction SMILES: C([O:3][P:4]([CH2:9][CH2:10][Br:11])(=[O:8])[O:5]CC)C.[NH2:12][C:13]1[CH:18]=[CH:17][CH:16]=[CH:15][CH:14]=1>Br.C(O)C>[C:13]1([NH2:12])[CH:18]=[CH:17][CH:16]=[CH:15][CH:14]=1.[Br:11][CH2:10][CH2:9][P:4](=[O:3])([OH:8])[OH:5] |f:4.5|. Procedure: A solution of about 50 g of diethyl-2-bromoethyl-phosphonate in about 255 ml of about 48% hydrobromic acid was kept at reflux (about 95°-100° C.) overnight. The solvent was removed under reduced pressure and the residue evaporated twice with toluene, giving a syrup. This syrup was dissolved in about 65 ml of about 99% ethanol, about 20 g of aniline was added dropwise and the solid was collected, washed with cold about 99% ethanol (at about 0° C.) and dried in vacuo, giving about 30.6 g of the de... The reactants are [BH4-], O=Cc1ccccc1, Cl, CC(O)C(N)C(=O)O, [Na+], [Na+], [OH-]. The product is CC(O)C(NCc1ccccc1)C(=O)O. As a reaction SMILES: [BH4-:17].[CH:9](=[O:10])[c:11]1[cH:12][cH:13][cH:14][cH:15][cH:16]1.[ClH:19].[NH2:1][CH:2]([C:3](=[O:4])[OH:5])[CH:6]([CH3:7])[OH:8].[Na+:18].[Na+:21].[OH-:20]>>[NH:1]([CH:2]([C:3](=[O:4])[OH:5])[CH:6]([CH3:7])[OH:8])[CH2:9][c:11]1[cH:12][cH:13][cH:14][cH:15][cH:16]1. Starting materials: COC=1C=C2C(=NC=NC2=CC1OC)OC1=CC=C(N)C=C1 (4-[(6,7-Dimethoxy-4-quinazolinyl)oxy]aniline), ClC(Cl)(OC(OC(Cl)(Cl)Cl)=O)Cl (triphosgene), C([O-])(O)=O.[Na+] (sodium bicarbonate), N1=CC=C(C=C1)CO (4-pyridylmethanol). Solvent: C(C)N(CC)CC (triethylamine), C1(=CC=CC=C1)C (toluene), C(Cl)Cl (methylene chloride). Yields the product COC=1C=C2C(=NC=NC2=CC1OC)OC1=CC=C(C=C1)NC(OCC1=CC=NC=C1)=O (4-Pyridylmethyl N-{4-[(6,7-dimethoxy-4-quinazolinyl)oxy]phenyl}carbamate). Isolated yield 28.9%. As a reaction SMILES: [CH3:1][O:2][C:3]1[CH:4]=[C:5]2[C:10](=[CH:11][C:12]=1[O:13][CH3:14])[N:9]=[CH:8][N:7]=[C:6]2[O:15][C:16]1[CH:22]=[CH:21][C:19]([NH2:20])=[CH:18][CH:17]=1.Cl[C:24](Cl)([O:26][C:27](=[O:33])OC(Cl)(Cl)Cl)Cl.[N:35]1[CH:40]=[CH:39][C:38](CO)=[CH:37][CH:36]=1.C(=O)(O)[O-].[Na+]>C(Cl)Cl.C(N(CC)CC)C.C1(C)C=CC=CC=1>[CH3:1][O:2][C:3]1[CH:4]=[C:5]2[C:10](=[CH:11][C:12]=1[O:13][CH3:14])[N:9]=[CH:8][N:7]=[C:6]2[O:15][C:16]1[CH:22]=[CH:21][C:19]([NH:20][C:27](=[O:33])[O:26][CH2:24][C:38]2[CH:39]=[CH:40][N:35]=[CH:36][CH:37]=2)=[CH:18][CH:17]=1 |f:3.4|. Reported procedure: 4-[(6,7-Dimethoxy-4-quinazolinyl)oxy]aniline (50 mg) was added to toluene (5 ml), and triethylamine (0.5 ml), and the mixture was heated under reflux to prepare a solution. A solution of triphosgene (77 mg) in methylene chloride was then added thereto, and the mixture was heated under reflux for 10 min. Next, 4-pyridylmethanol (28 mg) was added thereto, and the mixture was further stirred with heating under reflux for 3 hr. A saturated aqueous sodium bicarbonate solution was added to stop the re... Starting materials: C(C)[Mg]Br (ethylmagnesium bromide), CCOCC (ether), CN1C(N(C(C=2N(C=NC12)C)=O)CCCCC(C)=O)=O (3,7-dimethyl-1-(5-oxohexyl)-xanthine), CCOCC (ether). Yields the product OC(CCCCN1C(=O)N(C=2N=CN(C2C1=O)C)C)(CC)C (1-(5-Hydroxy-5-methylheptyl)-3,7-dimethylxantine). Isolated yield 81.1%. RXN SMILES: [CH2:1]([Mg]Br)[CH3:2].[CH3:5][N:6]1[C:14]2[N:13]=[CH:12][N:11]([CH3:15])C=2C(=O)[N:8]([CH2:17][CH2:18][CH2:19][CH2:20][C:21](=[O:23])[CH3:22])[C:7]1=[O:24].CC[O:27][CH2:28][CH3:29]>>[OH:23][C:21]([CH3:22])([CH2:1][CH3:2])[CH2:20][CH2:19][CH2:18][CH2:17][N:8]1[C:28](=[O:27])[C:29]2[N:11]([CH3:15])[CH:12]=[N:13][C:14]=2[N:6]([CH3:5])[C:7]1=[O:24]. Reported procedure: 20.0 g (0.15 mol) of ethylmagnesium bromide are taken as a 40% strength solution in ether, and 27.8 g (0.1 mol) of 3,7-dimethyl-1-(5-oxohexyl)-xanthine in 1 liter of dry ether are metered in dropwise at room temperature, while stirring, whereupon a voluminous precipitate forms. The mixture is heated and is subsequently stirred, while boiling gently under reflux, for one hour. It is then worked up as described in the preceding Example 9 to give 25 g of oily crude product (81.1% of theory), which ...